This data is from the Open Reaction Database (ORD), a public repository of structured organic reaction records. The task is: describe an organic reaction: reactants, conditions, products, and yield Reactants: C(C)(C)(C)OC(=O)N1C(CCCC1)CCCO (3-[1-(t-Butoxycarbonyl)piperidin-2-yl]propanol), CC(C)([O-])C.[K+] (potassium t-butoxide), BrC=1C=CC(=C(CBr)C1)F (5-bromo-2-fluorobenzyl bromide). Solvent: O1CCCC1 (tetrahydrofuran), O1CCCC1 (tetrahydrofuran), C(Cl)Cl (methylene chloride). Run at temperature -40 celsius, time 35 minute. Product: BrC=1C=CC(=C(COCCCC2N(CCCC2)C(=O)OC(C)(C)C)C1)F (3-(5-bromo-2-fluorobenzyloxy)-1-[1-(t-butoxycarbonyl)piperidin-2-yl]propane). Isolated yield 49.9%. As a reaction SMILES: [C:1]([O:5][C:6]([N:8]1[CH2:13][CH2:12][CH2:11][CH2:10][CH:9]1[CH2:14][CH2:15][CH2:16][OH:17])=[O:7])([CH3:4])([CH3:3])[CH3:2].CC(C)([O-])C.[K+].[Br:24][C:25]1[CH:26]=[CH:27][C:28]([F:33])=[C:29]([CH:32]=1)[CH2:30]Br>O1CCCC1.C(Cl)Cl>[Br:24][C:25]1[CH:26]=[CH:27][C:28]([F:33])=[C:29]([CH:32]=1)[CH2:30][O:17][CH2:16][CH2:15][CH2:14][CH:9]1[CH2:10][CH2:11][CH2:12][CH2:13][N:8]1[C:6]([O:5][C:1]([CH3:4])([CH3:3])[CH3:2])=[O:7] |f:1.2|. Procedure: 3-[1-(t-Butoxycarbonyl)piperidin-2-yl]propanol (800 mg, 3.29 mmol) was taken up in tetrahydrofuran (17 ml), cooled to −40° C., and treated with potassium t-butoxide (1 M in tetrahydrofuran, 3.62 ml, 3.62 mmol). The resulting mixture was stirred at −40° C. for about 35 minutes, then cooled to −78° C. To this mixture was then added 5-bromo-2-fluorobenzyl bromide (881 mg, 3.29 mmol) as a solution in tetrahydrofuran (5 ml). The resultant yellow reaction mixture was slowly warmed to 0° C. and stirred...